Dataset: the Open Reaction Database (ORD), a public repository of structured organic reaction records. Task: describe an organic reaction: reactants, conditions, products, and yield The reactants are N(=C=S)C (isothiocyanatomethane), FC1=CC=C(C=C1)CN1C(=NC2=C1C=CC=C2)NC2CCN(CC2)CCNC=2SC=CN2 (1-[(4-fluorophenyl)methyl]-N-[1-[2-[2-thiazolylamino]ethyl]-4-piperidinyl]-1H-benzimidazol-2-amine). The solvent is O1CCCC1 (tetrahydrofuran). Product: FC1=CC=C(C=C1)CN1C(=NC2=C1C=CC=C2)NC2CCN(CC2)CCN(C(=S)NC)C=2SC=CN2 (N-[2-[4-[[1-[(4-fluorophenyl)methyl]-1H-benzimidazol-2-yl]amino]-1-piperidinyl]ethyl]-N'-methyl-N-(2-thiazolyl)thiourea). Yield: 44.5%. Reaction SMILES: [N:1]([CH3:4])=[C:2]=[S:3].[F:5][C:6]1[CH:11]=[CH:10][C:9]([CH2:12][N:13]2[C:17]3[CH:18]=[CH:19][CH:20]=[CH:21][C:16]=3[N:15]=[C:14]2[NH:22][CH:23]2[CH2:28][CH2:27][N:26]([CH2:29][CH2:30][NH:31][C:32]3[S:33][CH:34]=[CH:35][N:36]=3)[CH2:25][CH2:24]2)=[CH:8][CH:7]=1>O1CCCC1>[F:5][C:6]1[CH:7]=[CH:8][C:9]([CH2:12][N:13]2[C:17]3[CH:18]=[CH:19][CH:20]=[CH:21][C:16]=3[N:15]=[C:14]2[NH:22][CH:23]2[CH2:24][CH2:25][N:26]([CH2:29][CH2:30][N:31]([C:32]3[S:33][CH:34]=[CH:35][N:36]=3)[C:2]([NH:1][CH3:4])=[S:3])[CH2:27][CH2:28]2)=[CH:10][CH:11]=1. Reported procedure: A mixture of 1.1 parts of isothiocyanatomethane, 6.76 parts of 1-[(4-fluorophenyl)methyl]-N-[1-[2-[2-thiazolylamino]ethyl]-4-piperidinyl]-1H-benzimidazol-2-amine and 90 parts of tetrahydrofuran was stirred and refluxed for one week. The reaction mixture was evaporated. The residue was purified by column chromatography over silica gel using a mixture of trichloromethane and methanol (90:10 by volume) as eluent. The pure fractions were collected and the eluent was evaporated. The residue was cryst... Starting materials: NC1=C2CC(C(NC2=CC=C1)=O)O (5-Amino-3-hydroxy-3,4-dihydroquinolin-2(1H)-one), FC(C1=CC=C(CN=C=O)C=C1)(F)F (4-Trifluoromethylbenzylisocyanate). Run in C(C)(=O)OCC (ethyl acetate). Conditions: temperature 0 celsius. Yields the product OC1C(NC2=CC=CC(=C2C1)NC(=O)NCC1=CC=C(C=C1)C(F)(F)F)=O (N-(3-Hydroxy-2-oxo-1,2,3,4-tetrahydroquinolin-5-yl)-N′-[4-(trifluoromethyl)benzyl]urea). Reaction SMILES: [NH2:1][C:2]1[CH:11]=[CH:10][CH:9]=[C:8]2[C:3]=1[CH2:4][CH:5]([OH:13])[C:6](=[O:12])[NH:7]2.[F:14][C:15]([F:27])([F:26])[C:16]1[CH:25]=[CH:24][C:19]([CH2:20][N:21]=[C:22]=[O:23])=[CH:18][CH:17]=1>C(OCC)(=O)C>[OH:13][CH:5]1[CH2:4][C:3]2[C:8](=[CH:9][CH:10]=[CH:11][C:2]=2[NH:1][C:22]([NH:21][CH2:20][C:19]2[CH:18]=[CH:17][C:16]([C:15]([F:14])([F:27])[F:26])=[CH:25][CH:24]=2)=[O:23])[NH:7][C:6]1=[O:12]. Procedure details: 5-Amino-3-hydroxy-3,4-dihydroquinolin-2(1H)-one (300 mg, 1.68 mmol) is dissolved in ethyl acetate and cooled to 0° C. 4-Trifluoromethylbenzylisocyanate (339 mg, 1.68 mmol) is added slowly with stirring. The reaction mixture is stirred for 1 h at room temperature. The insoluble product is filtered and dried in vacuo. Yield: 103 mg (16%). Starting materials: Cc1ccc(O)c(C)c1, CO, ClCCl, O=C(O)COc1ncc(C(=O)Nc2ccc(F)cc2)cn1. The product is Cc1ccc(OC(=O)COc2ncc(C(=O)Nc3ccc(F)cc3)cn2)c(C)c1. As a reaction SMILES: [CH3:22][c:23]1[c:24]([OH:30])[cH:25][cH:26][c:27]([CH3:29])[cH:28]1.[CH3:34][OH:35].[Cl:31][CH2:32][Cl:33].[F:1][c:2]1[cH:3][cH:4][c:5]([NH:8][C:9](=[O:10])[c:11]2[cH:12][n:13][c:14]([O:17][CH2:18][C:19](=[O:20])[OH:21])[n:15][cH:16]2)[cH:6][cH:7]1>>[F:1][c:2]1[cH:3][cH:4][c:5]([NH:8][C:9](=[O:10])[c:11]2[cH:12][n:13][c:14]([O:17][CH2:18][C:19]([O:20][c:24]3[c:23]([CH3:22])[cH:28][c:27]([CH3:29])[cH:26][cH:25]3)=[O:21])[n:15][cH:16]2)[cH:6][cH:7]1. Reactants: O=C(NC1CCN(CC2CCCN3CCCCC23)CC1)c1cc2c(OCc3coc4ccc(Cl)cc34)cccc2[nH]1, Cl, Cl, Cl, Cl, Cl, NC1CCN(CCN2CCC(O)CC2)CC1. The product is O=C(NC1CCN(CCN2CCC(O)CC2)CC1)c1cc2c(OCc3coc4ccc(Cl)cc34)cccc2[nH]1. RXN SMILES: [CH:3]1([CH2:4][N:14]2[CH2:15][CH2:16][CH:17]([NH:20][C:21](=[O:22])[c:23]3[nH:24][c:25]4[cH:26][cH:27][cH:28][c:29]([O:32][CH2:33][c:34]5[cH:35][o:36][c:37]6[c:38]5[cH:39][c:40]([Cl:43])[cH:41][cH:42]6)[c:30]4[cH:31]3)[CH2:18][CH2:19]2)[CH:5]2[N:6]([CH2:7][CH2:8][CH2:9][CH2:10]2)[CH2:11][CH2:12][CH2:13]1.[ClH:1].[ClH:2].[ClH:44].[ClH:45].[ClH:46].[NH2:47][CH:48]1[CH2:49][CH2:50][N:51]([CH2:54][CH2:55][N:56]2[CH2:57][CH2:58][CH:59]([OH:62])[CH2:60][CH2:61]2)[CH2:52][CH2:53]1>>[N:14]1([CH2:54][CH2:55][N:56]2[CH2:57][CH2:58][CH:59]([OH:62])[CH2:60][CH2:61]2)[CH2:15][CH2:16][CH:17]([NH:20][C:21](=[O:22])[c:23]2[nH:24][c:25]3[cH:26][cH:27][cH:28][c:29]([O:32][CH2:33][c:34]4[cH:35][o:36][c:37]5[c:38]4[cH:39][c:40]([Cl:43])[cH:41][cH:42]5)[c:30]3[cH:31]2)[CH2:18][CH2:19]1. Starting materials: [H-].[Na+] (Sodium hydride), BrCCCC(=O)NCC1CN2C(C(O1)C=1OC(=CC1)Cl)=C1C(=C2C=2SC=C(N2)C)C(N(C(N1C)=O)C)=O (4-bromo-N-((10-(5-chlorofuran-2-yl)-1,3-dimethyl-5-(4-methylthiazol-2-yl)-2,4-dioxo-2,3,4,7,8,10-hexahydro-1H-pyrimido[4′,5′:3,4]pyrrolo[2,1-c][1,4]oxazin-8-yl)methyl)butanamide). The solvent is C1CCOC1 (THF). Yields the product ClC1=CC=C(O1)C1OC(CN2C1=C1C(=C2C=2SC=C(N2)C)C(N(C(N1C)=O)C)=O)CN1C(CCC1)=O (10-(5-Chlorofuran-2-yl)-1,3-dimethyl-5-(4-methylthiazol-2-yl)-8-((2-oxopyrrolidin-1-yl)methyl)-7,8-dihydro-1H-pyrimido[4′,5′:3,4]pyrrolo[2,1-c][1,4]oxazine-2,4(3H,10H)-dione). RXN SMILES: [H-].[Na+].Br[CH2:4][CH2:5][CH2:6][C:7]([NH:9][CH2:10][CH:11]1[O:16][CH:15]([C:17]2[O:18][C:19]([Cl:22])=[CH:20][CH:21]=2)[C:14]2=[C:23]3[N:35]([CH3:36])[C:34](=[O:37])[N:33]([CH3:38])[C:32](=[O:39])[C:24]3=[C:25]([C:26]3[S:27][CH:28]=[C:29]([CH3:31])[N:30]=3)[N:13]2[CH2:12]1)=[O:8]>C1COCC1>[Cl:22][C:19]1[O:18][C:17]([CH:15]2[C:14]3=[C:23]4[N:35]([CH3:36])[C:34](=[O:37])[N:33]([CH3:38])[C:32](=[O:39])[C:24]4=[C:25]([C:26]4[S:27][CH:28]=[C:29]([CH3:31])[N:30]=4)[N:13]3[CH2:12][CH:11]([CH2:10][N:9]3[CH2:4][CH2:5][CH2:6][C:7]3=[O:8])[O:16]2)=[CH:21][CH:20]=1 |f:0.1|. Reported procedure: Sodium hydride (60% wt in mineral oil, 26.8 mg, 0.671 mmol) was added to a solution of 4-bromo-N-((10-(5-chlorofuran-2-yl)-1,3-dimethyl-5-(4-methylthiazol-2-yl)-2,4-dioxo-2,3,4,7,8,10-hexahydro-1H-pyrimido[4′,5′:3,4]pyrrolo[2,1-c][1,4]oxazin-8-yl)methyl)butanamide (82 mg, 0.134 mmol) in THF (6711 μl). The mixture was heated at reflux for 1 hour, then cooled to room temperature and quenched with water (30 ml). The mixture was extracted with ethyl acetate (2×30 ml). The combined organic extracts w... Reactants: O=C(O)c1ccc(F)cn1, CC1(c2cc(N)ccc2F)N=C(N)OCC1(F)F. Product: CC1(c2cc(NC(=O)c3ccc(F)cn3)ccc2F)N=C(N)OCC1(F)F. RXN SMILES: [F:19][c:20]1[cH:21][cH:22][c:23]([C:26](=[O:27])[OH:28])[n:24][cH:25]1.[NH2:1][c:2]1[cH:3][cH:4][c:5]([F:18])[c:6]([C:8]2([CH3:17])[N:9]=[C:10]([NH2:16])[O:11][CH2:12][C:13]2([F:14])[F:15])[cH:7]1>>[NH:1]([c:2]1[cH:3][cH:4][c:5]([F:18])[c:6]([C:8]2([CH3:17])[N:9]=[C:10]([NH2:16])[O:11][CH2:12][C:13]2([F:14])[F:15])[cH:7]1)[C:26]([c:23]1[cH:22][cH:21][c:20]([F:19])[cH:25][n:24]1)=[O:27]. Starting materials: [H-].C(C(C)C)[Al+]CC(C)C (Diisobutylaluminium hydride), C(C)OC(=O)C1=CC2=C(C=CC=C2C=C1Cl)CN(C)C (3-chloro-8-dimethylaminomethyl-naphthalene-2-carboxylic acid ethyl ester), O (Water). Solvent: C1CCOC1 (THF). Conditions: time 15 minute. The product is ClC=1C(=CC2=C(C=CC=C2C1)CN(C)C)CO ((3-Chloro-8-dimethylaminomethyl-naphthalen-2-yl)-methanol). Yield: 94.9%. Reaction SMILES: [H-].C([Al+]CC(C)C)C(C)C.C([O:13][C:14]([C:16]1[C:25]([Cl:26])=[CH:24][C:23]2[C:18](=[C:19]([CH2:27][N:28]([CH3:30])[CH3:29])[CH:20]=[CH:21][CH:22]=2)[CH:17]=1)=O)C.O>C1COCC1>[Cl:26][C:25]1[C:16]([CH2:14][OH:13])=[CH:17][C:18]2[C:23]([CH:24]=1)=[CH:22][CH:21]=[CH:20][C:19]=2[CH2:27][N:28]([CH3:29])[CH3:30] |f:0.1|. Reported procedure: Diisobutylaluminium hydride (1 M in THF, 4.2 ml, 4.1 mmol, 9.0 equiv) was added to a solution of 3-chloro-8-dimethylaminomethyl-naphthalene-2-carboxylic acid ethyl ester (133 mg, 0.46 mmol) in 3.2 ml anhydrous THF at 0° C. After 15 minutes at 0° C., TLC analysis revealed complete conversion of starting material. Water (30 ml) was added, and the mixture was extracted with EtOAc (2×100 ml). The combined organic layers were washed with brine, dried over Na2SO4, filtered and concentrated in vacuo. P... The reactants are CN1N2C(C=NC3=C1C=CN=C3)=CC=C2 (5-methyl-5H-pyrido[3,4-f]pyrrolo[1,2-b][1,2,5]triazepine), [Cl-].[NH4+] (ammonium chloride), [Mg] (magnesium), C(C)N(CCCCl)CC (3-diethylaminopropyl chloride), BrC(C)Br (dibromoethane). Run in C(C)OCC (diethyl ether), O1CCCC1 (tetrahydrofuran), O1CCCC1 (tetrahydrofuran), O1CCCC1 (tetrahydrofuran). Reaction conditions: temperature 70 celsius, time 4 hour. Yields the product C(C)N(CC)CCCC=1C=2N(N(C3=C(N1)C=NC=C3)C)C=CC2 (10-[3-(N,N-diethylamino)propyl]-5-methyl-5H-pyrido[3,4-f]pyrrolo-[1,2-b] [1,2,5]triazepine). RXN SMILES: [Mg].[CH2:2]([N:4]([CH2:9][CH3:10])[CH2:5][CH2:6][CH2:7]Cl)[CH3:3].BrC(Br)C.[CH3:15][N:16]1[C:22]2[CH:23]=[CH:24][N:25]=[CH:26][C:21]=2[N:20]=[CH:19][C:18]2=[CH:27][CH:28]=[CH:29][N:17]12.[Cl-].[NH4+]>C(OCC)C.O1CCCC1>[CH2:2]([N:4]([CH2:5][CH2:6][CH2:7][C:19]1[C:18]2[N:17]([CH:29]=[CH:28][CH:27]=2)[N:16]([CH3:15])[C:22]2[CH:23]=[CH:24][N:25]=[CH:26][C:21]=2[N:20]=1)[CH2:9][CH3:10])[CH3:3] |f:4.5|. Reported procedure: To magnesium turnings (1.9 g) in 10 ml of diethyl ether and 10 ml of tetrahydrofuran, was added a solution of 11.66 g of 3-diethylaminopropyl chloride in 10 ml of tetrahydrofuran. The reaction was initiated by the addition of 1 ml of dibromoethane and the application of heat. After stirring at 70° C. for four hours, the reaction mixture cooled to room temperature and treated, dropwise, with a solution of 7.7 g of 5-methyl-5H-pyrido[3,4-f]pyrrolo[1,2-b][1,2,5]triazepine in 50 ml of tetrahydrofura... Starting materials: COC(=O)C(NC(=O)c1ccc(I)cc1NS(=O)(=O)c1cccc2nsnc12)C(c1ccc(Cl)cc1)c1ccc(Cl)cc1, COC(=O)C(N)C(c1ccc(Cl)cc1)c1ccc(Cl)cc1, O=C(O)c1ccc(I)cc1NS(=O)(=O)c1cccc2nsnc12. Yields the product O=C(NC(C(=O)O)C(c1ccc(Cl)cc1)c1ccc(Cl)cc1)c1ccc(I)cc1NS(=O)(=O)c1cccc2nsnc12. Reaction SMILES: [CH3:1][O:2][C:3]([CH:4]([CH:5]([c:6]1[cH:7][cH:8][c:9]([Cl:12])[cH:10][cH:11]1)[c:13]1[cH:14][cH:15][c:16]([Cl:19])[cH:17][cH:18]1)[NH:20][C:21]([c:22]1[c:23]([NH:29][S:30](=[O:31])(=[O:32])[c:33]2[cH:34][cH:35][cH:36][c:37]3[c:38]2[n:39][s:40][n:41]3)[cH:24][c:25]([I:28])[cH:26][cH:27]1)=[O:42])=[O:43].[CH3:67][O:68][C:69](=[O:70])[CH:71]([NH2:72])[CH:73]([c:74]1[cH:75][cH:76][c:77]([Cl:78])[cH:79][cH:80]1)[c:81]1[cH:82][cH:83][c:84]([Cl:85])[cH:86][cH:87]1.[n:44]1[s:45][n:46][c:47]2[c:48]([S:49]([NH:50][c:51]3[cH:52][c:53]([I:54])[cH:55][cH:56][c:57]3[C:58]([OH:59])=[O:60])(=[O:61])=[O:62])[cH:63][cH:64][cH:65][c:66]12>>[O:2]=[C:3]([CH:4]([CH:5]([c:6]1[cH:7][cH:8][c:9]([Cl:12])[cH:10][cH:11]1)[c:13]1[cH:14][cH:15][c:16]([Cl:19])[cH:17][cH:18]1)[NH:20][C:21]([c:22]1[c:23]([NH:29][S:30](=[O:31])(=[O:32])[c:33]2[cH:34][cH:35][cH:36][c:37]3[c:38]2[n:39][s:40][n:41]3)[cH:24][c:25]([I:28])[cH:26][cH:27]1)=[O:42])[OH:43]. Yields the product S1C(=NC2=C1C=CC=C2)NC(=O)C=2C=CC=C1CCN(CC21)C2=NC=C(C(=N2)C(=O)O)Cl (2-(8-(benzo[d]thiazol-2-ylcarbamoyl)-3,4-dihydroisoquinolin-2(1H)-yl)-5-chloropyrimidine-4-carboxylic acid). Procedure: A mixture of compound 1B (309 mg, 1 mmol), 5-chloro-2-methanesulfonyl-pyrimidine-4-carboxylic acid (236 mg, 1 mmol) and cesium carbonate (975 mg, 3 mmol) in 2 ml of DMSO was heated to 60° C. for 6 h. The product was precipitated out of solution by addition to water and collected by filtration. The crude material was chromatographed (SiO2, 20% methanol in dichloromethane) to afford title compound 123 as a white powder: LCMS (96% purity): m/z 465.9 [M+H]. Run at temperature 60 celsius. Run in CS(=O)C (DMSO). Reactants: Cl.Cl.S1C(=NC2=C1C=CC=C2)NC(=O)C=2C=CC=C1CCNCC21 (N-(benzo[d]thiazol-2-yl)-1,2,3,4-tetrahydroisoquinoline-8-carboxamide dihydrochloride), ClC=1C(=NC(=NC1)S(=O)(=O)C)C(=O)O (5-chloro-2-methanesulfonyl-pyrimidine-4-carboxylic acid), C([O-])([O-])=O.[Cs+].[Cs+] (cesium carbonate). As a reaction SMILES: Cl.Cl.[S:3]1[C:7]2[CH:8]=[CH:9][CH:10]=[CH:11][C:6]=2[N:5]=[C:4]1[NH:12][C:13]([C:15]1[CH:16]=[CH:17][CH:18]=[C:19]2[C:24]=1[CH2:23][NH:22][CH2:21][CH2:20]2)=[O:14].[Cl:25][C:26]1[C:27]([C:36]([OH:38])=[O:37])=[N:28][C:29](S(C)(=O)=O)=[N:30][CH:31]=1.C(=O)([O-])[O-].[Cs+].[Cs+]>CS(C)=O>[S:3]1[C:7]2[CH:8]=[CH:9][CH:10]=[CH:11][C:6]=2[N:5]=[C:4]1[NH:12][C:13]([C:15]1[CH:16]=[CH:17][CH:18]=[C:19]2[C:24]=1[CH2:23][N:22]([C:29]1[N:28]=[C:27]([C:36]([OH:38])=[O:37])[C:26]([Cl:25])=[CH:31][N:30]=1)[CH2:21][CH2:20]2)=[O:14] |f:0.1.2,4.5.6|.